The task is: describe an organic reaction: reactants, conditions, products, and yield. This data is from the Open Reaction Database (ORD), a public repository of structured organic reaction records. The reactants are Cl (hydrochloric acid), O1C(=CC=C1)C=1OC(=C(N1)COC1=C(C=C(COC2=NN(C=C2C=O)C2=CC=CC=C2)C=C1)OC)C (3-[(4-{[2-(2-furyl)-5-methyl-1,3-oxazol-4-yl]methoxy}-3-methoxybenzyl)oxy]-1-phenyl-1H-pyrazole-4-carbaldehyde), C(P(OCC)(OCC)=O)P(OCC)(OCC)=O (tetraethyl methylenediphosphonate), [H-].[Na+] (sodium hydride). Solvent: O (water), CN(C=O)C (N,N-dimethylformamide). Conditions: time 2 hour. Yields the product O1C(=CC=C1)C=1OC(=C(N1)COC1=C(C=C(COC2=NN(C=C2\C=C/P(OCC)(OCC)=O)C2=CC=CC=C2)C=C1)OC)C (diethyl (Z)-2-(3-[(4-{[2-(2-furyl)-5-methyl-1,3-oxazol-4-yl]methoxy}-3-methoxybenzyl)oxy]-1-phenyl-1H-pyrazol-4-yl}ethenylphosphonate). The yield is 5.4%. As a reaction SMILES: [O:1]1[CH:5]=[CH:4][CH:3]=[C:2]1[C:6]1[O:7][C:8]([CH3:36])=[C:9]([CH2:11][O:12][C:13]2[CH:33]=[CH:32][C:16]([CH2:17][O:18][C:19]3[C:23]([CH:24]=O)=[CH:22][N:21]([C:26]4[CH:31]=[CH:30][CH:29]=[CH:28][CH:27]=4)[N:20]=3)=[CH:15][C:14]=2[O:34][CH3:35])[N:10]=1.[CH2:37]([P:46](=[O:53])([O:50][CH2:51][CH3:52])[O:47][CH2:48][CH3:49])P(=O)(OCC)OCC.[H-].[Na+].Cl>O.CN(C)C=O>[O:1]1[CH:5]=[CH:4][CH:3]=[C:2]1[C:6]1[O:7][C:8]([CH3:36])=[C:9]([CH2:11][O:12][C:13]2[CH:33]=[CH:32][C:16]([CH2:17][O:18][C:19]3[C:23](/[CH:24]=[CH:37]\[P:46](=[O:53])([O:47][CH2:48][CH3:49])[O:50][CH2:51][CH3:52])=[CH:22][N:21]([C:26]4[CH:27]=[CH:28][CH:29]=[CH:30][CH:31]=4)[N:20]=3)=[CH:15][C:14]=2[O:34][CH3:35])[N:10]=1 |f:2.3|. Procedure: To a mixture of 3-[(4-{[2-(2-furyl)-5-methyl-1,3-oxazol-4-yl]methoxy}-3-methoxybenzyl)oxy]-1-phenyl-1H-pyrazole-4-carbaldehyde (28.0 g), tetraethyl methylenediphosphonate (17.5 g) and N,N-dimethylformamide (300 mL) was added sodium hydride (60% in oil, 2.43 g) at 0° C. The mixture was stirred at room temperature for 2 hrs. The reaction mixture was poured into water, 2N hydrochloric acid was added to acidify the solution, and the mixture was extracted with ethyl acetate. The organic layer was was... Reactants: COC(=O)C1=CSC=C1NC(CCCl)=O (4-(3-chloro-propionylamino)-thiophene-3-carboxylic acid methyl ester), C([O-])([O-])=O.[K+].[K+] (potassium carbonate), IC1=CC=C(C=C1)O (4-iodophenol), C(C)(=O)OCC (ethyl acetate). The solvent is CN(C=O)C (dimethylformamide). Run at temperature 90 celsius, time 8 hour. The product is COC(=O)C1=CSC=C1NC(COC1=CC=C(C=C1)I)=O (4-[2-(4-Iodo-phenoxy)-acetylamino]-thiophene-3-carboxylic acid methyl ester). Yield: 99.5%. Reaction SMILES: [CH3:1][O:2][C:3]([C:5]1[C:9]([NH:10][C:11](=[O:15])[CH2:12]CCl)=[CH:8][S:7][CH:6]=1)=[O:4].C(=O)([O-])[O-].[K+].[K+].[I:22][C:23]1[CH:28]=[CH:27][C:26]([OH:29])=[CH:25][CH:24]=1.C(OCC)(=O)C>CN(C)C=O>[CH3:1][O:2][C:3]([C:5]1[C:9]([NH:10][C:11](=[O:15])[CH2:12][O:29][C:26]2[CH:27]=[CH:28][C:23]([I:22])=[CH:24][CH:25]=2)=[CH:8][S:7][CH:6]=1)=[O:4] |f:1.2.3|. Reported procedure: To a solution of 4-(3-chloro-propionylamino)-thiophene-3-carboxylic acid methyl ester ([51486-30-7], 2.0 g, 8.6 mmol) in dimethylformamide (30 mL) was added potassium carbonate (1.77 g, 12.8 mmol) and 4-iodophenol (2.26 g, 10.3 mmol) and the reaction mixture was then stirred overnight at 90° C. To the reaction mixture was added ethyl acetate (approximately 30 mL). The solid was filtered and washed with ethyl acetate. The filtrate was then reduced in vacuo and dissolved in dichloromethane (approx... Starting materials: FC1=CC=C(C=C1)N1N=CC2=CC(=CC=C12)O[C@@H]([C@H](C)N)C1=CC(=CC=C1)OC ((1R,2S)-1-{[1-(4-fluorophenyl)-1H-indazol-5-yl]oxy}-1-(3-methoxyphenyl)propan-2-amine), C(C)(=O)OCC(=O)Cl (Acetoxyacetyl chloride). The product is FC1=CC=C(C=C1)N1N=CC2=CC(=CC=C12)O[C@@H]([C@H](C)NC(CO)=O)C1=CC(=CC=C1)OC (N-[(1R,2S)-1-[1-(4-fluorophenyl)indazol-5-yl]oxy-1-(3-methoxyphenyl)propan-2-yl]-2-hydroxy-acetamide). Reaction SMILES: [F:1][C:2]1[CH:7]=[CH:6][C:5]([N:8]2[C:16]3[C:11](=[CH:12][C:13]([O:17][C@H:18]([C:22]4[CH:27]=[CH:26][CH:25]=[C:24]([O:28][CH3:29])[CH:23]=4)[C@@H:19]([NH2:21])[CH3:20])=[CH:14][CH:15]=3)[CH:10]=[N:9]2)=[CH:4][CH:3]=1.C([O:33][CH2:34][C:35](Cl)=[O:36])(=O)C>>[F:1][C:2]1[CH:3]=[CH:4][C:5]([N:8]2[C:16]3[C:11](=[CH:12][C:13]([O:17][C@H:18]([C:22]4[CH:27]=[CH:26][CH:25]=[C:24]([O:28][CH3:29])[CH:23]=4)[C@@H:19]([NH:21][C:34](=[O:33])[CH2:35][OH:36])[CH3:20])=[CH:14][CH:15]=3)[CH:10]=[N:9]2)=[CH:6][CH:7]=1. Procedure: The title compound was prepared analogous to the method described in Example 21 starting from (1R,2S)-1-{[1-(4-fluorophenyl)-1H-indazol-5-yl]oxy}-1-(3-methoxyphenyl)propan-2-amine (6a) (511 mg, 1.31 mmol), and Acetoxyacetyl chloride (155 μL, 1.44 mmol). Yield 429 mg (73%).